Task: describe an organic reaction: reactants, conditions, products, and yield. Dataset: the Open Reaction Database (ORD), a public repository of structured organic reaction records Reactants: FC1=CC=C(C=C1)CC1=CN=C2C(=C(C(NC2=C1)=O)C(=O)OCC)O (ethyl 7-[(4-fluorophenyl)methyl]-4-hydroxy-2-oxo-1,2-dihydro-1,5-naphthyridine-3-carboxylate), R-(−)-2-amino-1-propanol. The solvent is CN(C=O)C (N,N-dimethylformamide). Product: FC1=CC=C(C=C1)CC1=CN=C2C(=C(C(NC2=C1)=O)C(=O)N[C@@H](CO)C)O (7-[(4-Fluorophenyl)methyl]-4-hydroxy-N-[(1R)-2-hydroxy-1-methylethyl]-2-oxo-1,2-dihydro-1,5-naphthyridine-3-carboxamide). As a reaction SMILES: [F:1][C:2]1[CH:7]=[CH:6][C:5]([CH2:8][C:9]2[CH:18]=[C:17]3[C:12]([C:13]([OH:25])=[C:14]([C:20](OCC)=[O:21])[C:15](=[O:19])[NH:16]3)=[N:11][CH:10]=2)=[CH:4][CH:3]=1>CN(C)C=O>[F:1][C:2]1[CH:7]=[CH:6][C:5]([CH2:8][C:9]2[CH:18]=[C:17]3[C:12]([C:13]([OH:25])=[C:14]([C:20]([NH:11][C@H:12]([CH3:17])[CH2:13][OH:25])=[O:21])[C:15](=[O:19])[NH:16]3)=[N:11][CH:10]=2)=[CH:4][CH:3]=1. Reported procedure: This compound was prepared from ethyl 7-[(4-fluorophenyl)methyl]-4-hydroxy-2-oxo-1,2-dihydro-1,5-naphthyridine-3-carboxylate and R-(−)-2-amino-1-propanol employing methods similar to those described in Example 2 and using N,N-dimethylformamide as the reaction solvent. The product was obtained as an off-white solid: 1H NMR (d6-DMSO) tautomers are observed δ 11.72 (1H, br s), 10.70 (1H, br s), 10.04 (1H, br s), 8.17 (0.23H, s), 8.14 (0.77H, s), 7.34-7.22 (3H, m), 7.14-7.08 (2H, m), 4.79-4.77 (1H, ... Reactants: BrBr (Bromine), O=C(CC(=O)OCC)C1=NC=CC=C1 (ethyl 3-oxo-3-pyridin-2-ylpropanoate). Solvent: C(Cl)(Cl)Cl (chloroform), C(Cl)(Cl)Cl (chloroform). Conditions: time 1 hour. Product: Br.BrC(C(=O)OCC)C(C1=NC=CC=C1)=O (ethyl 2-bromo-3-oxo-3-pyridin-2-ylpropanoate hydrobromide salt). The yield is 196.1%. RXN SMILES: [Br:1]Br.[O:3]=[C:4]([C:11]1[CH:16]=[CH:15][CH:14]=[CH:13][N:12]=1)[CH2:5][C:6]([O:8][CH2:9][CH3:10])=[O:7]>C(Cl)(Cl)Cl>[BrH:1].[Br:1][CH:5]([C:4](=[O:3])[C:11]1[CH:16]=[CH:15][CH:14]=[CH:13][N:12]=1)[C:6]([O:8][CH2:9][CH3:10])=[O:7] |f:3.4|. Reported procedure: Bromine (0.83 g, 5.2 mmol) in chloroform (2 mL) was added slowly to a solution of ethyl 3-oxo-3-pyridin-2-ylpropanoate (1.0 g, 5.2 mmol) and chloroform (25.0 mL) at room temperature. The reaction mixture was stirred for 1 h and was concentrated under reduced pressure to give 1 ethyl 2-bromo-3-oxo-3-pyridin-2-ylpropanoate hydrobromide salt as an amber oil (1.8 g, 100%). LCMS calc. for C10H11BrNO3 (M+H)+: m/z=272.0, 274.0. found: 272.0, 274.0. The reactants are C(C)(=O)O[BH-](OC(C)=O)OC(C)=O.[Na+] (sodium triacetoxyborohydride), C(=O)(O)[O-].[Na+] (NaHCO3), CC1=C(N)C=CC=C1[N+](=O)[O-] (2-Methyl-3-nitroaniline), C(C1=CC=CC=C1)=O (benzaldehyde), C(C)(=O)O (acetic acid). The solvent is ClC(C)Cl (dichloroethane). Run at time 4 hour. The product is C(C1=CC=CC=C1)NC1=C(C(=CC=C1)[N+](=O)[O-])C (N-benzyl-2-methyl-3-nitroaniline). Yield: 87.4%. As a reaction SMILES: [CH3:1][C:2]1[C:8]([N+:9]([O-:11])=[O:10])=[CH:7][CH:6]=[CH:5][C:3]=1[NH2:4].[CH:12](=O)[C:13]1[CH:18]=[CH:17][CH:16]=[CH:15][CH:14]=1.C(O)(=O)C.C(O[BH-](OC(=O)C)OC(=O)C)(=O)C.[Na+].C([O-])(O)=O.[Na+]>ClC(Cl)C>[CH2:12]([NH:4][C:3]1[CH:5]=[CH:6][CH:7]=[C:8]([N+:9]([O-:11])=[O:10])[C:2]=1[CH3:1])[C:13]1[CH:18]=[CH:17][CH:16]=[CH:15][CH:14]=1 |f:3.4,5.6|. Procedure: 2-Methyl-3-nitroaniline (3.40 g, 22.3 mmoles) and benzaldehyde (3.9 mL, 38 mmoles) in dichloroethane (78 mL) were treated with glacial acetic acid (5.1 mL, 89 mmoles). The yellow reaction mixture was stirred for 4 hours at room temperature, treated with sodium triacetoxyborohydride (9.5 g, 44.6 mmoles) and allowed to stir overnight at room temperature. The mixture was poured into saturated aqueous NaHCO3 (400 mL), extracted with diethyl ether (400 mL) and the phases separated. The organic phase ... The reactants are C(C=1C(C=O)=CC=CC1)=O (phthalaldehyde), C(C)OC(=O)C=P(C1=CC=CC=C1)(C1=CC=CC=C1)C1=CC=CC=C1 (ethoxycarbonylmethylenetriphenylphosphorane). The solvent is ClCCl (dichloromethane). Conditions: time 30 minute. The product is C(C)OC(\C=C\C1=C(C=CC=C1)C=O)=O ((E)-3-(2-formylphenyl)propenoic acid ethyl ester). The yield is 58.8%. As a reaction SMILES: [CH:1](=[O:10])[C:2]1[C:3](=[CH:6][CH:7]=[CH:8][CH:9]=1)[CH:4]=O.[CH2:11]([O:13][C:14]([CH:16]=P(C1C=CC=CC=1)(C1C=CC=CC=1)C1C=CC=CC=1)=[O:15])[CH3:12]>ClCCl>[CH2:11]([O:13][C:14](=[O:15])/[CH:16]=[CH:4]/[C:3]1[CH:6]=[CH:7][CH:8]=[CH:9][C:2]=1[CH:1]=[O:10])[CH3:12]. Procedure: To a solution of phthalaldehyde (6.7 g) in dichloromethane (30 ml) was added ethoxycarbonylmethylenetriphenylphosphorane (17.42 g) and the mixture was stirred for 30 minutes at room temperature. The solvent was evaporated and the residue was dissolved in diethyl ether. After the mixture was filtered, the filtrate was evaporated. The residue was distilled under vacuum (125° C., 0.6 mmHg) to give (E)-3-(2-formylphenyl)propenoic acid ethyl ester (6 g). Starting materials: CC(=O)OC(C)=O, Nc1cccc(-c2ccc(C(=O)O)c(=O)[nH]2)c1. Yields the product CC(=O)Nc1cccc(-c2ccc(C(=O)O)c(=O)[nH]2)c1. As a reaction SMILES: [CH3:18][C:19](=[O:20])[O:21][C:22](=[O:23])[CH3:24].[NH2:1][c:2]1[cH:3][c:4](-[c:8]2[nH:9][c:10](=[O:17])[c:11]([C:12](=[O:13])[OH:14])[cH:15][cH:16]2)[cH:5][cH:6][cH:7]1>>[NH:1]([c:2]1[cH:3][c:4](-[c:8]2[nH:9][c:10](=[O:17])[c:11]([C:12](=[O:13])[OH:14])[cH:15][cH:16]2)[cH:5][cH:6][cH:7]1)[C:19]([CH3:18])=[O:20]. Starting materials: NC(C(=O)OCC1=CC=C(C=C1)[N+](=O)[O-])P(=O)(OC1=CC=CC=C1)OC1=CC=CC=C1 (p-nitrobenzyl α-amino-diphenylphosphonoacetate), ethyl thionoformate, S (hydrogen sulfide), C(=O)=O (dry-ice). Conditions: time 8 hour. Yields the product C(=S)NC(C(=O)OCC1=CC=C(C=C1)[N+](=O)[O-])P(=O)(OC1=CC=CC=C1)OC1=CC=CC=C1 (p-nitrobenzyl α-thioformamido-diphenylphosphonoacetate). Reaction SMILES: [NH2:1][CH:2]([P:16]([O:25][C:26]1[CH:31]=[CH:30][CH:29]=[CH:28][CH:27]=1)([O:18][C:19]1[CH:24]=[CH:23][CH:22]=[CH:21][CH:20]=1)=[O:17])[C:3]([O:5][CH2:6][C:7]1[CH:12]=[CH:11][C:10]([N+:13]([O-:15])=[O:14])=[CH:9][CH:8]=1)=[O:4].[SH2:32].[C:33](=O)=O>>[CH:33]([NH:1][CH:2]([P:16]([O:18][C:19]1[CH:24]=[CH:23][CH:22]=[CH:21][CH:20]=1)([O:25][C:26]1[CH:27]=[CH:28][CH:29]=[CH:30][CH:31]=1)=[O:17])[C:3]([O:5][CH2:6][C:7]1[CH:12]=[CH:11][C:10]([N+:13]([O-:15])=[O:14])=[CH:9][CH:8]=1)=[O:4])=[S:32]. Procedure details: A mixture of p-nitrobenzyl α-amino-diphenylphosphonoacetate (5.0 g), ethyl thionoformate (5 ml), and hydrogen sulfide (5 ml) in a sealed thick-walled tube is left standing overnight at room temperature. The tube is cooled in dry-ice and the seal removed. A boiling chip is placed in the solution and it is allowed to slowly come to room temperature. Nitrogen is bubbled in to remove final traces of hydrogen sulfide. The residue is dissolved in methylene chloride, filtered, and evaporated under redu...